Dataset: the Open Reaction Database (ORD), a public repository of structured organic reaction records. Task: describe an organic reaction: reactants, conditions, products, and yield Reaction SMILES: [CH3:12][CH:13]1[C:14](=[O:30])[O:15][c:16]2[c:17]1[cH:18][cH:19][cH:20][c:21]2[S:22][c:23]1[c:24]([Cl:29])[cH:25][cH:26][cH:27][cH:28]1.[CH:31]([Cl:32])([Cl:33])[Cl:34].[Cl:1][c:2]1[cH:3][cH:4][cH:5][c:6]([C:7]([O:8][OH:10])=[O:9])[cH:11]1>>[O:9]=[S:22]([c:21]1[c:16]2[c:17]([cH:18][cH:19][cH:20]1)[CH:13]([CH3:12])[C:14](=[O:30])[O:15]2)[c:23]1[c:24]([Cl:29])[cH:25][cH:26][cH:27][cH:28]1. Product: CC1C(=O)Oc2c1cccc2S(=O)c1ccccc1Cl. Starting materials: CC1C(=O)Oc2c(Sc3ccccc3Cl)cccc21, ClC(Cl)Cl, O=C(OO)c1cccc(Cl)c1. The yield is 73.1%. Reactants: crude product, Cl (HCl), C(C)OC(=O)C=1OC2=C(C1C)C=C(C(=C2)OC)Cl (5-chloro-6-methoxy-3-methyl-benzofuran-2-carboxylic acid ethyl ester), CCCCCC.CCOC(=O)C (hexane AcOEt), B(Br)(Br)Br (BBr3). Run at temperature 0 celsius, time 5 hour. Run in CCO (EtOH), C(Cl)Cl (CH2Cl2). Procedure details: The above prepared 5-chloro-6-methoxy-3-methyl-benzofuran-2-carboxylic acid ethyl ester (2.32 g, 8.63 mmol) was dissolved in 50 mL of CH2Cl2, cooled to 0° C., and treated with BBr3 (17.3 mL of 1M solution in CH2Cl2, 2 eq.). After 5 h at 0° C., the reaction mixture was carefully poured onto crashed ice, twofold extracted with AcOEt, washed with water, dried over magnesium sulfate, and evaporated to dryness. Since substantial amount of free acid had been formed, the crude product was again esterif... As a reaction SMILES: [CH2:1]([O:3][C:4]([C:6]1[O:7][C:8]2[CH:15]=[C:14]([O:16]C)[C:13]([Cl:18])=[CH:12][C:9]=2[C:10]=1[CH3:11])=[O:5])[CH3:2].B(Br)(Br)Br.Cl.CCCCCC.CCOC(C)=O>C(Cl)Cl.CCO>[CH2:1]([O:3][C:4]([C:6]1[O:7][C:8]2[CH:15]=[C:14]([OH:16])[C:13]([Cl:18])=[CH:12][C:9]=2[C:10]=1[CH3:11])=[O:5])[CH3:2] |f:3.4|. Product: C(C)OC(=O)C=1OC2=C(C1C)C=C(C(=C2)O)Cl (5-Chloro-6-hydroxy-3 methyl-benzofuran-2-carboxylic acid ethyl ester). The reactants are BrC=1C=C2C=CC(=CC2=CC1)O (6-bromo-2-hydroxynaphthalene), CC(C)=C (iso-butylene). Reagents/catalysts: OS(=O)(=O)C(F)(F)F (triflic acid). Run in ClCCl (dichloromethane). Reaction conditions: temperature -39 celsius, time 4 hour. The product is BrC=1C=C2C=CC(=CC2=CC1)OC(C)(C)C (6-bromo-2-t-butyloxynaphthalene). Isolated yield 80.0%. Reaction SMILES: [Br:1][C:2]1[CH:3]=[C:4]2[C:9](=[CH:10][CH:11]=1)[CH:8]=[C:7]([OH:12])[CH:6]=[CH:5]2.[CH3:13][C:14](=[CH2:16])[CH3:15]>ClCCl.OS(C(F)(F)F)(=O)=O>[Br:1][C:2]1[CH:3]=[C:4]2[C:9](=[CH:10][CH:11]=1)[CH:8]=[C:7]([O:12][C:14]([CH3:16])([CH3:15])[CH3:13])[CH:6]=[CH:5]2. Reported procedure: To a solution of 6-bromo-2-hydroxynaphthalene (1.5 g, 6.72 mmol) and liquefied iso-butylene (6 mL) in dry dichloromethane (6 mL) at −78° C. was added triflic acid (6 drops). The resulting solution was stirred for 4 hours as it warmed from −78 to 0° C. The reaction was quenched by adding excess saturated aqueous sodium bicarbonate and partitioned between ethyl acetate and brine. The organic layer was washed with brine, dried (Na2SO4), filtered, and concentrated under vacuum. Purification on silic... The reactants are [H-].[Na+] (sodium hydride), C(C1=CC=CC=C1)SC1=C(C(=O)OC)C(=CC=C1)OC (methyl 2-benzylthio-6-methoxybenzoate), ice. Solvent: CN(C=O)C (N,N-dimethylformamide), CN(C=O)C (N,N-dimethylformamide). Conditions: temperature 80 celsius, time 2 hour. Yields the product OC=1C2=C(SC1C1=CC=CC=C1)C=CC=C2OC (3-hydroxy-4-methoxy-2-phenylbenzo[b]thiophene). Reaction SMILES: [CH2:1]([S:8][C:9]1[CH:18]=[CH:17][CH:16]=[C:15]([O:19][CH3:20])[C:10]=1[C:11]([O:13]C)=O)[C:2]1[CH:7]=[CH:6][CH:5]=[CH:4][CH:3]=1.[H-].[Na+]>CN(C)C=O>[OH:13][C:11]1[C:10]2[C:15]([O:19][CH3:20])=[CH:16][CH:17]=[CH:18][C:9]=2[S:8][C:1]=1[C:2]1[CH:3]=[CH:4][CH:5]=[CH:6][CH:7]=1 |f:1.2|. Procedure: A solution of methyl 2-benzylthio-6-methoxybenzoate (0.50 g, 1.7 mmol) in N,N-dimethylformamide (2 ml) was added dropwise with stirring under a nitrogen atmosphere to a suspension of sodium hydride (50% dispersion in mineral oil) (90 mg, 1.9 mmol) in N,N-dimethylformamide (5 ml) at room temperature. The mixture was stirred at 80° C. for 2 hours and then at 100° C. for 10 hours. The cooled mixture was then poured into ice containing 2N hydrochloric acid and extracted with diethyl ether. The combi... Reactants: CS(=O)(=O)OCCC=1OC2=C(C1)C=C(C=C2)C2=NC=C(C=C2)C(=O)N2CCOCC2 (2-{5-[5-(4-morpholinylcarbonyl)-2-pyridinyl]-1-benzofuran-2-yl}ethyl methanesulfonate), C[C@H]1NCCC1 (2-(R)-methylpyrrolidine). The product is C[C@H]1N(CCC1)CCC=1OC2=C(C1)C=C(C=C2)C2=CC=C(C=N2)C(=O)N2CCOCC2 (4-{[6-(2-{2-[(2R)-methylpyrrolidinyl]ethyl}-1-benzofuran-5-yl)-3-pyridinyl]carbonyl}morpholine). As a reaction SMILES: CS(O[CH2:6][CH2:7][C:8]1[O:9][C:10]2[CH:16]=[CH:15][C:14]([C:17]3[CH:22]=[CH:21][C:20]([C:23]([N:25]4[CH2:30][CH2:29][O:28][CH2:27][CH2:26]4)=[O:24])=[CH:19][N:18]=3)=[CH:13][C:11]=2[CH:12]=1)(=O)=O.[CH3:31][C@@H:32]1[CH2:36][CH2:35][CH2:34][NH:33]1>>[CH3:31][C@@H:32]1[CH2:36][CH2:35][CH2:34][N:33]1[CH2:6][CH2:7][C:8]1[O:9][C:10]2[CH:16]=[CH:15][C:14]([C:17]3[N:18]=[CH:19][C:20]([C:23]([N:25]4[CH2:30][CH2:29][O:28][CH2:27][CH2:26]4)=[O:24])=[CH:21][CH:22]=3)=[CH:13][C:11]=2[CH:12]=1. Procedure: The product from Example 44E and 2-(R)-methylpyrrolidine were processed as described in Example 1D to provide the titled compound. MS (DCI) m/z 420 (M+H)+; The reactants are C1=CC(=CC(=C1)Cl)C(=O)OO (mCPBA), CC1=C(C=CC=C1C=C)[N+](=O)[O-] (2-Methyl-1-nitro-3-vinylbenzene), C1=CC(=CC(=C1)Cl)C(=O)OO (mCPBA). Run in C(Cl)Cl (DCM). Reaction conditions: temperature 0 celsius, time 16 hour. Product: CC1=C(C=CC=C1[N+](=O)[O-])C1OC1 (2-(2-methyl-3-nitrophenyl)oxirane). Reaction SMILES: [CH3:1][C:2]1[C:7]([CH:8]=[CH2:9])=[CH:6][CH:5]=[CH:4][C:3]=1[N+:10]([O-:12])=[O:11].C1C=C(Cl)C=C(C(OO)=[O:21])C=1>C(Cl)Cl>[CH3:1][C:2]1[C:3]([N+:10]([O-:12])=[O:11])=[CH:4][CH:5]=[CH:6][C:7]=1[CH:8]1[CH2:9][O:21]1. Procedure: 2-Methyl-1-nitro-3-vinylbenzene (2 g, 12.26 mmol) was dissolved in DCM (50 ml) then cooled to 0° C. and added mCPBA (3.17 g, 14.14 mmol) then stirred at room temperature for 16 hrs. When TLC showed starting materials, more mCPBA (1.58 g, 7.07 mmol) was added. The reaction was stirred for another 16 hrs. The reaction was washed with saturated aqueous Na2S2O3, NaHCO3, brine; then dried over Na2SO4, filtered and concentrated. The residue was purified by chromatography through a 120 g ISCO Redi-Sep ...